This data is from the Open Reaction Database (ORD), a public repository of structured organic reaction records. The task is: describe an organic reaction: reactants, conditions, products, and yield The reactants are Cl (hydrochloric acid), CI (Methyl iodide), C(C1=CC=CC=C1)OC1=CC=C2C(NC=NC2=C1)=S (7-benzyloxy-3,4-dihydroquinazolin-4-thione), [OH-].[Na+] (sodium hydroxide). Solvent: C1CCOC1 (THF). Conditions: time 30 minute. Product: C(C1=CC=CC=C1)OC1=CC=C2C(=NC=NC2=C1)SC (7-benzyloxy-4-methylsulphanylquinazoline). The yield is 90.6%. Reaction SMILES: [CH3:1]I.[CH2:3]([O:10][C:11]1[CH:20]=[C:19]2[C:14]([C:15](=[S:21])[NH:16][CH:17]=[N:18]2)=[CH:13][CH:12]=1)[C:4]1[CH:9]=[CH:8][CH:7]=[CH:6][CH:5]=1.[OH-].[Na+].Cl>C1COCC1>[CH2:3]([O:10][C:11]1[CH:20]=[C:19]2[C:14]([C:15]([S:21][CH3:1])=[N:16][CH:17]=[N:18]2)=[CH:13][CH:12]=1)[C:4]1[CH:5]=[CH:6][CH:7]=[CH:8][CH:9]=1 |f:2.3|. Procedure: Methyl iodide (0.97 ml, 15.4 mmol) was added dropwise to a solution of 7-benzyloxy-3,4-dihydroquinazolin-4-thione (3.45 g, 12.9 mmol) in THF (13 ml) containing 1M sodium hydroxide (25.7 ml). After stirring for 30 minutes at ambient temperature, the mixture was adjusted to pH7 with 2M hydrochloric acid. After dilution with water, the solid was collected by filtration, washed with water and dried under vacuum to give 7-benzyloxy-4-methylsulphanylquinazoline (3.3 g, 92%). Reactants: CCO, COC(=O)c1cscc1Nc1ccc(I)cc1F, [K+], [OH-], O, O. Product: O=C(O)c1cscc1Nc1ccc(I)cc1F. Reaction SMILES: [CH2:22]([OH:23])[CH3:24].[F:1][c:2]1[c:3]([NH:9][c:10]2[c:11]([C:15](=[O:16])[O:17][CH3:18])[cH:12][s:13][cH:14]2)[cH:4][cH:5][c:6]([I:8])[cH:7]1.[K+:20].[OH-:19].[OH2:21].[OH2:25]>>[F:1][c:2]1[c:3]([NH:9][c:10]2[c:11]([C:15](=[O:16])[OH:17])[cH:12][s:13][cH:14]2)[cH:4][cH:5][c:6]([I:8])[cH:7]1. The reactants are C(C)(C)(C)OC(=O)N1C[C@@H](N([C@@H](C1)C)C(=O)OCC1=C(C(=CC=C1F)Br)F)C (cis-2,6-dimethyl-piperazine-1,4-dicarboxylic acid 1-(3-bromo-2,6-difluoro-benzyl) ester 4-tert-butyl ester), COC1=C(C=CC=C1)B(O)O (2-methoxyphenylboronic acid), C(=O)([O-])[O-].[Na+].[Na+] (Na2CO3). The reagents and catalysts are [CH-]1C=CC(=C1)P(C2=CC=CC=C2)C3=CC=CC=C3.[CH-]1C=CC(=C1)P(C2=CC=CC=C2)C3=CC=CC=C3.Cl[Pd]Cl.[Fe+2] (dichloro(1,1′-bis(diphenylphosphino) ferrocene)palladium (II) dichloromethane adduct). Solvent: O1CCOCC1 (dioxane). Yields the product FC1=C(C=CC(=C1COC(=O)N1[C@H](CNC[C@H]1C)C)F)C1=C(C=CC=C1)OC (cis-2,6-Dimethyl-piperazine-1-carboxylic acid 2,4-difluoro-2′-methoxy-biphenyl-3-ylmethyl ester). RXN SMILES: C(OC([N:8]1[CH2:13][C@@H:12]([CH3:14])[N:11]([C:15]([O:17][CH2:18][C:19]2[C:24]([F:25])=[CH:23][CH:22]=[C:21](Br)[C:20]=2[F:27])=[O:16])[C@@H:10]([CH3:28])[CH2:9]1)=O)(C)(C)C.[CH3:29][O:30][C:31]1[CH:36]=[CH:35][CH:34]=[CH:33][C:32]=1B(O)O.C([O-])([O-])=O.[Na+].[Na+]>O1CCOCC1.[CH-]1C=C(P(C2C=CC=CC=2)C2C=CC=CC=2)C=C1.[CH-]1C=C(P(C2C=CC=CC=2)C2C=CC=CC=2)C=C1.Cl[Pd]Cl.[Fe+2]>[F:27][C:20]1[C:19]([CH2:18][O:17][C:15]([N:11]2[C@H:12]([CH3:14])[CH2:13][NH:8][CH2:9][C@@H:10]2[CH3:28])=[O:16])=[C:24]([F:25])[CH:23]=[CH:22][C:21]=1[C:32]1[CH:33]=[CH:34][CH:35]=[CH:36][C:31]=1[O:30][CH3:29] |f:2.3.4,6.7.8.9|. Reported procedure: A mixture of 46.33 mg (0.1 mmol) cis-2,6-dimethyl-piperazine-1,4-dicarboxylic acid 1-(3-bromo-2,6-difluoro-benzyl) ester 4-tert-butyl ester, 16.71 mg (0.11 mmol) 2-methoxyphenylboronic acid, 3.65 mg (0.005 mmol) dichloro(1,1′-bis(diphenylphosphino) ferrocene)palladium (II) dichloromethane adduct and 0.11 ml of a 2M Na2CO3 aq. solution in 1.2 ml dioxane was heated for 17 h to 85° C. The mixture was filtered and 0.15 ml 4N HCl in dioxane was added and the mixture heated for 3 h to 65° C. After coo... The product is FC1=CC=C(CC=2C(=C(C3=C(C4CCCN4C3=O)N2)C=2N=NC(=CC2)C(=O)NCC=2OC=CC2)C(=O)OCC)C=C1 (Ethyl 2-(4-fluorobenzyl)-4-(6-{[(2-furylmethyl)amino]carbonyl}-3-pyridazinyl)-5-oxo-7,8,9,9a-tetrahydro-5H-pyrido[2,3-α]pyrrolizine-3-carboxylate). Procedure: The mixture of 6-[3-(ethoxycarbonyl)-2-(4-fluorobenzyl)-5-oxo-7,8,9,9a-tetrahydro-5H-pyrido[2,3-α]pyrrolizin-4-yl]-3-pyridazinecarboxylic acid (G, 33 mg, 0.07 mmol), furfurylamine (19.3 mmol, 0.14 mmol), 1-(3-Dimethylaminopropyl)-3-ethylcarbodiimide hydrochloride (26.7 mg, 0.14 mmol) and 1-hydroxybenzotriazole hydrate (18.8 mg, 0.14 mmol) in 2 ml dichloromethane was stirred for 2 hours. The mixture was then partitioned between water and ethyl acetate. The organic was washed with brine and dried ... Run at time 2 hour. Reaction SMILES: [CH2:1]([O:3][C:4]([C:6]1[C:18]([CH2:19][C:20]2[CH:25]=[CH:24][C:23]([F:26])=[CH:22][CH:21]=2)=[N:17][C:9]2[CH:10]3[N:14]([C:15](=[O:16])[C:8]=2[C:7]=1[C:27]1[N:32]=[N:31][C:30]([C:33]([OH:35])=O)=[CH:29][CH:28]=1)[CH2:13][CH2:12][CH2:11]3)=[O:5])[CH3:2].[CH2:36]([NH2:42])[C:37]1[O:41][CH:40]=[CH:39][CH:38]=1.Cl.CN(C)CCCN=C=NCC.O.ON1C2C=CC=CC=2N=N1>ClCCl>[F:26][C:23]1[CH:22]=[CH:21][C:20]([CH2:19][C:18]2[C:6]([C:4]([O:3][CH2:1][CH3:2])=[O:5])=[C:7]([C:27]3[N:32]=[N:31][C:30]([C:33]([NH:42][CH2:36][C:37]4[O:41][CH:40]=[CH:39][CH:38]=4)=[O:35])=[CH:29][CH:28]=3)[C:8]3[C:15](=[O:16])[N:14]4[CH:10]([CH2:11][CH2:12][CH2:13]4)[C:9]=3[N:17]=2)=[CH:25][CH:24]=1 |f:2.3,4.5|. The reactants are C(C)OC(=O)C1=C(C2=C(C3CCCN3C2=O)N=C1CC1=CC=C(C=C1)F)C1=CC=C(N=N1)C(=O)O (6-[3-(ethoxycarbonyl)-2-(4-fluorobenzyl)-5-oxo-7,8,9,9a-tetrahydro-5H-pyrido[2,3-α]pyrrolizin-4-yl]-3-pyridazinecarboxylic acid), C(C1=CC=CO1)N (furfurylamine), Cl.CN(CCCN=C=NCC)C (1-(3-Dimethylaminopropyl)-3-ethylcarbodiimide hydrochloride), O.ON1N=NC2=C1C=CC=C2 (1-hydroxybenzotriazole hydrate). Run in ClCCl (dichloromethane). Starting materials: ClC1=C(C(=CC=C1)Cl)C1=NN(C(N1)=O)C1=CC(=C(C(=O)OC)C=C1)OC (methyl 4-(3-(2,6-dichlorophenyl)-5-oxo-4,5-dihydro-1H-1,2,4-triazol-1-yl)-2-methoxybenzoate), FC1=C(N)C=C(C=C1)C(F)(F)F (2-fluoro-5-(trifluoromethyl)aniline), C[Al](C)C (trimethyl aluminium). Solvent: C1(=CC=CC=C1)C (toluene). Product: ClC1=C(C(=CC=C1)Cl)C1=NN(C(N1)=O)C1=CC(=C(C(=O)NC2=C(C=CC(=C2)C(F)(F)F)F)C=C1)OC (4-(3-(2,6-Dichlorophenyl)-5-oxo-4,5-dihydro-1H-1,2,4-triazol-1-yl)-N-(2-fluoro-5-(trifluoromethyl)phenyl)-2-methoxybenzamide). Yield: 25.9%. Reaction SMILES: [Cl:1][C:2]1[CH:7]=[CH:6][CH:5]=[C:4]([Cl:8])[C:3]=1[C:9]1[NH:13][C:12](=[O:14])[N:11]([C:15]2[CH:24]=[CH:23][C:18]([C:19](OC)=[O:20])=[C:17]([O:25][CH3:26])[CH:16]=2)[N:10]=1.[F:27][C:28]1[CH:34]=[CH:33][C:32]([C:35]([F:38])([F:37])[F:36])=[CH:31][C:29]=1[NH2:30].C[Al](C)C>C1(C)C=CC=CC=1>[Cl:8][C:4]1[CH:5]=[CH:6][CH:7]=[C:2]([Cl:1])[C:3]=1[C:9]1[NH:13][C:12](=[O:14])[N:11]([C:15]2[CH:24]=[CH:23][C:18]([C:19]([NH:30][C:29]3[CH:31]=[C:32]([C:35]([F:36])([F:37])[F:38])[CH:33]=[CH:34][C:28]=3[F:27])=[O:20])=[C:17]([O:25][CH3:26])[CH:16]=2)[N:10]=1. Reported procedure: The title compound was prepared by following the procedure as described for Example-31 by using methyl 4-(3-(2,6-dichlorophenyl)-5-oxo-4,5-dihydro-1H-1,2,4-triazol-1-yl)-2-methoxybenzoate (Intermediate-21, 0.100 g, 0.25 mmol), 2-fluoro-5-(trifluoromethyl)aniline (0.069 g, 0.38 mmol), trimethyl aluminium (2M solution in toluene) (0.5 mL) and dry toluene (5.0 mL) to afford 0.035 g of desired product. 1H NMR (DMSO-d6): δ 4.06 (s, 3H), 7.59 (d, J=7.8 Hz, 1H), 7.77-7.68 (m, 5H), 7.84 (s, 1H), 8.09 (d...